This data is from the Open Reaction Database (ORD), a public repository of structured organic reaction records. The task is: describe an organic reaction: reactants, conditions, products, and yield Starting materials: C(CCC)N1C=2N(C(C=3NC=NC13)=O)C(=NN2)CCl (9-butyl-3-(chloromethyl)-6,9-dihydro-5h-[1,2,4]triazolo[4,3-a]purin-5-one), CO (methanol). Run in O (water), C[O-].[Na+] (sodium methoxide). Reaction conditions: time 8 hour. Product: C(CCC)N1C=2N(C(C=3NC=NC13)=O)C(=NN2)COC (9-butyl-3-(methoxymethyl)-6,9-dihydro-5H-[1,2,4]triazolo[4,3-a]purin-5-one). The yield is 1.1%. RXN SMILES: [CH2:1]([N:5]1[C:13]2[N:12]=[CH:11][NH:10][C:9]=2[C:8](=[O:14])[N:7]2[C:15]([CH2:18]Cl)=[N:16][N:17]=[C:6]12)[CH2:2][CH2:3][CH3:4].[CH3:20][OH:21]>C[O-].[Na+].O>[CH2:1]([N:5]1[C:13]2[N:12]=[CH:11][NH:10][C:9]=2[C:8](=[O:14])[N:7]2[C:15]([CH2:18][O:21][CH3:20])=[N:16][N:17]=[C:6]12)[CH2:2][CH2:3][CH3:4] |f:2.3|. Reported procedure: The mixture of 9-butyl-3-(chloromethyl)-6,9-dihydro-5h-[1,2,4]triazolo[4,3-a]purin-5-one (35 mg, 125 mmol) in 4 M of sodium methoxide in methanol (0.5 mL, 2 mmol) was stirred at room temperature overnight. The reaction mixture was diluted with water and extracted with ethyl acetate three times. The combined organic layers was dried with sodium sulfate, filtered, and concentrated in vacuo to yield the desired product (6 mg, 17.42%). LCMS calculated for C13H19N6O2 (M+H): 290.2. found 290.2.